Dataset: the Open Reaction Database (ORD), a public repository of structured organic reaction records. Task: describe an organic reaction: reactants, conditions, products, and yield Reactants: C(C)(=O)OCC (ethyl acetate), C(C)(C)(C)OC(=O)CON=C(C(=O)OC(C1=CC=CC=C1)C1=CC=CC=C1)C=1N=CSC1 (benzhydryl 2-t-butoxycarbonylmethoxyimino-2-(4-thiazolyl)acetate), C1(=CC=CC=C1)OC (anisole), FC(C(=O)O)(F)F (trifluoroacetic acid). Run in C(Cl)Cl (methylene chloride). Run at time 25 minute. Yields the product C(C)(C)(C)OC(=O)CON=C(C(=O)O)C=1N=CSC1 (2-t-butoxycarbonylmethoxyimino-2-(4-thiazolyl)acetic acid). Yield: 76.9%. As a reaction SMILES: [C:1]([O:5][C:6]([CH2:8][O:9][N:10]=[C:11]([C:28]1[N:29]=[CH:30][S:31][CH:32]=1)[C:12]([O:14]C(C1C=CC=CC=1)C1C=CC=CC=1)=[O:13])=[O:7])([CH3:4])([CH3:3])[CH3:2].C1(OC)C=CC=CC=1.FC(F)(F)C(O)=O.C(OCC)(=O)C>C(Cl)Cl>[C:1]([O:5][C:6]([CH2:8][O:9][N:10]=[C:11]([C:28]1[N:29]=[CH:30][S:31][CH:32]=1)[C:12]([OH:14])=[O:13])=[O:7])([CH3:4])([CH3:2])[CH3:3]. Procedure: To a solution of benzhydryl 2-t-butoxycarbonylmethoxyimino-2-(4-thiazolyl)acetate (syn isomer) (2.2 g) and anisole (2.2 ml) in methylene chloride (22 ml) was added trifluoroacetic acid (4 ml) at ambient temperature and the mixture was stirred at the same temperature for 25 minutes. To the reaction mixture was added ethyl acetate and the solution was washed with water. To the separated organic layer was added water and the mixture was adjusted to pH 7.5 with 20% aqueous solution of sodium carbona...